This data is from the Open Reaction Database (ORD), a public repository of structured organic reaction records. The task is: describe an organic reaction: reactants, conditions, products, and yield Reactants: [BH3-]C#N, CC(C)=O, CO, Fc1cccc(CNCc2nccn2Cc2cc(Cl)cc(Cl)c2)c1, [Na+], O. The product is CC(C)N(Cc1cccc(F)c1)Cc1nccn1Cc1cc(Cl)cc(Cl)c1. RXN SMILES: [C:29]([BH3-:30])#[N:31].[CH3:25][C:26]([CH3:27])=[O:28].[CH3:34][OH:35].[Cl:1][c:2]1[cH:3][c:4]([CH2:5][n:6]2[c:7]([CH2:11][NH:12][CH2:13][c:14]3[cH:15][c:16]([F:20])[cH:17][cH:18][cH:19]3)[n:8][cH:9][cH:10]2)[cH:21][c:22]([Cl:24])[cH:23]1.[Na+:32].[OH2:33]>>[Cl:1][c:2]1[cH:3][c:4]([CH2:5][n:6]2[c:7]([CH2:11][N:12]([CH2:13][c:14]3[cH:15][c:16]([F:20])[cH:17][cH:18][cH:19]3)[CH:26]([CH3:25])[CH3:27])[n:8][cH:9][cH:10]2)[cH:21][c:22]([Cl:24])[cH:23]1. The reactants are ClCC1(COC1)CCl (3,3-bischloromethyl oxetane), ClC1=C(C(=C(C(=C1O)Cl)Cl)Cl)Cl (Pentachlorophenol), C([O-])([O-])=O.[K+].[K+] (potassium carbonate), [I-].[K+] (potassium iodide). Run in CN(C=O)C (dimethyl formamide), O (water). Reaction conditions: temperature 140 celsius, time 3 hour. Product: ClC1=C(C(=C(C(=C1OCC1(COC1)COC1=C(C(=C(C(=C1Cl)Cl)Cl)Cl)Cl)Cl)Cl)Cl)Cl (3,3-bis[pentachlorophenoxymethyl]oxetane). RXN SMILES: [Cl:1][C:2]1[C:7]([OH:8])=[C:6]([Cl:9])[C:5]([Cl:10])=[C:4]([Cl:11])[C:3]=1[Cl:12].[C:13](=[O:16])([O-])[O-].[K+].[K+].[I-].[K+].Cl[CH2:22][C:23]1([CH2:27]Cl)[CH2:26][O:25][CH2:24]1>O.CN(C)C=O>[Cl:1][C:2]1[C:7]([O:8][CH2:27][C:23]2([CH2:22][O:16][C:13]3[C:6]([Cl:9])=[C:5]([Cl:10])[C:4]([Cl:11])=[C:3]([Cl:12])[C:2]=3[Cl:1])[CH2:24][O:25][CH2:26]2)=[C:6]([Cl:9])[C:5]([Cl:10])=[C:4]([Cl:11])[C:3]=1[Cl:12] |f:1.2.3,4.5|. Procedure details: This reaction was carried out similarly to that described in Example 1. Pentachlorophenol (469 g., 1.86 moles), potassium carbonate (262 g., 1.9 moles), potassium iodide (4 g.) and 1.5 liters of dimethyl formamide were charged to a 3 liter reaction flask. The mixture was stirred and heated in a nitrogen atmosphere. When the temperature reached 95° C., 140 g. (0.9 moles) of 3,3-bischloromethyl oxetane was added. The reaction mixture was slowly heated to about 140° C. and held 3 hours. After cooli... Starting materials: ClCCl, Cc1ccc(S(=O)(=O)n2ccc3c2CCC(Br)C32OCC(CO)O2)cc1, Cc1ccc(S(=O)(=O)Cl)cc1, c1ccncc1. Yields the product Cc1ccc(S(=O)(=O)OCC2COC3(O2)c2ccn(S(=O)(=O)c4ccc(C)cc4)c2CCC3Br)cc1. RXN SMILES: [Cl:44][CH2:45][Cl:46].[OH:1][CH2:2][CH:3]1[O:4][C:5]2([O:6][CH2:7]1)[c:8]1[cH:9][cH:10][n:11]([S:17](=[O:18])(=[O:19])[c:20]3[cH:21][cH:22][c:23]([CH3:26])[cH:24][cH:25]3)[c:12]1[CH2:13][CH2:14][CH:15]2[Br:16].[c:27]1([CH3:37])[cH:28][cH:29][c:30]([S:33](=[O:34])(=[O:35])[Cl:36])[cH:31][cH:32]1.[cH:38]1[cH:39][cH:40][n:41][cH:42][cH:43]1>>[O:1]([CH2:2][CH:3]1[O:4][C:5]2([O:6][CH2:7]1)[c:8]1[cH:9][cH:10][n:11]([S:17](=[O:18])(=[O:19])[c:20]3[cH:21][cH:22][c:23]([CH3:26])[cH:24][cH:25]3)[c:12]1[CH2:13][CH2:14][CH:15]2[Br:16])[S:33]([c:30]1[cH:29][cH:28][c:27]([CH3:37])[cH:32][cH:31]1)(=[O:34])=[O:35]. Starting materials: ClC=1N=CC2=C(N(CC(C(N2)=O)(C)C)C2CCCC2)N1 (2-chloro-9-cyclopentyl-7,7-dimethyl-5,7,8,9-tetrahydro-pyrimido[4,5-b][1,4]diazepin-6-one), IC (iodomethane), C([O-])([O-])=O.[Cs+].[Cs+] (cesium carbonate). Run in CN(C=O)C (dimethylformamide). Run at time 8 hour. Product: ClC=1N=CC2=C(N(CC(C(N2C)=O)(C)C)C2CCCC2)N1 (2-chloro-9-cyclopentyl-5,7,7-trimethyl-5,7,8,9-tetrahydro-pyrimido[4,5-b][1,4]diazepin-6-one). The yield is 63.7%. Reaction SMILES: [Cl:1][C:2]1[N:3]=[CH:4][C:5]2[NH:11][C:10](=[O:12])[C:9]([CH3:14])([CH3:13])[CH2:8][N:7]([CH:15]3[CH2:19][CH2:18][CH2:17][CH2:16]3)[C:6]=2[N:20]=1.IC.[C:23](=O)([O-])[O-].[Cs+].[Cs+]>CN(C)C=O>[Cl:1][C:2]1[N:3]=[CH:4][C:5]2[N:11]([CH3:23])[C:10](=[O:12])[C:9]([CH3:13])([CH3:14])[CH2:8][N:7]([CH:15]3[CH2:16][CH2:17][CH2:18][CH2:19]3)[C:6]=2[N:20]=1 |f:2.3.4|. Reported procedure: To a solution of 18.43 g (0.187 mole) of 2-chloro-9-cyclopentyl-7,7-dimethyl-5,7,8,9-tetrahydro-pyrimido[4,5-b][1,4]diazepin-6-one (VI-38) and 500 mL of dimethylformamide was added 26.6 g (0.187 mole) of iodomethane and 30.6 g (0.0939 mole) of cesium carbonate. The mixture was stirred overnight at ambient temperature. The mixture was then filtered and concentrated under reduced pressure. The residue was partitioned between 500 mL of ethyl acetate and 200 mL of water. The aqueous layer was extrac... Starting materials: [H-].[Na+] (NaH), ClC1=CC=C(C=C1)N(C(C)=O)[C@@H]1C[C@@H](N(C2=CC=CC=C12)C(C1=CC=C(C=C1)O)=O)C ((2S,4R)-N-(4-Chloro-phenyl)-N-[1-(4-hydroxy-benzoyl)-2-methyl-1,2,3,4-tetrahydro-quinolin-4-yl]-acetamide), ClCCCS(=O)(=O)O (3-chloro-propane-1-sulfonic acid). Solvent: CN(C)C=O (DMF). Product: C(C)(=O)N([C@@H]1C[C@@H](N(C2=CC=CC=C12)C(=O)C1=CC=C(OCCCS(=O)(=O)O)C=C1)C)C1=CC=C(C=C1)Cl ((2S,4R)-3-(4-{4-[Acetyl-(4-chloro-phenyl)-amino]-2-methyl-3,4-dihydro-2H-quinoline-1-carbonyl}-phenoxy)-propane-1-sulfonic acid). As a reaction SMILES: [Cl:1][C:2]1[CH:7]=[CH:6][C:5]([N:8]([C@H:12]2[C:21]3[C:16](=[CH:17][CH:18]=[CH:19][CH:20]=3)[N:15]([C:22](=[O:30])[C:23]3[CH:28]=[CH:27][C:26]([OH:29])=[CH:25][CH:24]=3)[C@@H:14]([CH3:31])[CH2:13]2)[C:9](=[O:11])[CH3:10])=[CH:4][CH:3]=1.[H-].[Na+].Cl[CH2:35][CH2:36][CH2:37][S:38]([OH:41])(=[O:40])=[O:39]>CN(C=O)C>[C:9]([N:8]([C:5]1[CH:4]=[CH:3][C:2]([Cl:1])=[CH:7][CH:6]=1)[C@H:12]1[C:21]2[C:16](=[CH:17][CH:18]=[CH:19][CH:20]=2)[N:15]([C:22]([C:23]2[CH:24]=[CH:25][C:26]([O:29][CH2:35][CH2:36][CH2:37][S:38]([OH:41])(=[O:40])=[O:39])=[CH:27][CH:28]=2)=[O:30])[C@@H:14]([CH3:31])[CH2:13]1)(=[O:11])[CH3:10] |f:1.2|. Procedure: (2S,4R)-N-(4-Chloro-phenyl)-N-[1-(4-hydroxy-benzoyl)-2-methyl-1,2,3,4-tetrahydro-quinolin-4-yl]-acetamide (207 mg, 0.481 mmol) was dissolved in DMF (5 mL) at room temperature. NaH (58 mg, 2.40 mmol) was added followed by 3-chloro-propane-1-sulfonic acid (sodium salt, 135 mg, 0.60 mmol) and the reaction was allowed to stir over night. The mixture was partitioned between methylene chloride and HCl (1.0N/water), then extracted three times with methylene chloride, dried over MgSO4, filtered and conc... Starting materials: IC1=CC=C(C(=O)O)C=C1 (4-iodobenzoic acid), C(C)N(C1=C(C=C(C=C1)C(C#C)O)C(C)C)CC (1-(4-diethylamino-3-isopropylphenyl)prop-2-yn-1-ol). Reagents/catalysts: [Cu](I)I (copper iodide), Cl[Pd]([P](C1=CC=CC=C1)(C2=CC=CC=C2)C3=CC=CC=C3)([P](C4=CC=CC=C4)(C5=CC=CC=C5)C6=CC=CC=C6)Cl (bis(triphenylphosphine)palladium chloride). Product: C(C)N(C1=C(C=C(C=C1)C(C#CC1=CC=C(C(=O)O)C=C1)O)C(C)C)CC (4-[3-(4-diethylamino-3-isopropylphenyl)-3-hydroxyprop-1-ynyl]benzoic acid), solid. Isolated yield 46.0%. Reaction SMILES: I[C:2]1[CH:10]=[CH:9][C:5]([C:6]([OH:8])=[O:7])=[CH:4][CH:3]=1.[CH2:11]([N:13]([CH2:27][CH3:28])[C:14]1[CH:19]=[CH:18][C:17]([CH:20]([OH:23])[C:21]#[CH:22])=[CH:16][C:15]=1[CH:24]([CH3:26])[CH3:25])[CH3:12]>[Cu](I)I.Cl[Pd](Cl)([P](C1C=CC=CC=1)(C1C=CC=CC=1)C1C=CC=CC=1)[P](C1C=CC=CC=1)(C1C=CC=CC=1)C1C=CC=CC=1>[CH2:27]([N:13]([CH2:11][CH3:12])[C:14]1[CH:19]=[CH:18][C:17]([CH:20]([OH:23])[C:21]#[C:22][C:2]2[CH:10]=[CH:9][C:5]([C:6]([OH:8])=[O:7])=[CH:4][CH:3]=2)=[CH:16][C:15]=1[CH:24]([CH3:26])[CH3:25])[CH3:28] |^1:34,53|. Procedure: In a manner analogous to example 1 f, the process is carried out by a reaction of 248 mg (1 mmol) of 4-iodobenzoic acid with 350 mg (1.4 mmol) of 1-(4-diethylamino-3-isopropylphenyl)prop-2-yn-1-ol in the presence of 11 mg (0.06 mmol) of copper iodide and 20 mg (0.03 mmol) of bis(triphenylphosphine)palladium chloride. 240 mg of 4-[3-(4-diethylamino-3-isopropylphenyl)-3-hydroxyprop-1-ynyl]benzoic acid are obtained in the form of a whitish solid (Mp=145° C., yield=46%). Starting materials: CN1C2=CC=CC=C2C=2C(C(CCC12)CN1C(=NC=C1)C)=O (1,2,3,9-Tetrahydro-9-methyl-3-[(2-methyl-1H-imidazol-1-yl)methyl]-4H-carbazol-4-one), P(O)(O)(O)=O (phosphoric acid). Solvent: O (water). Product: P(=O)(O)(O)O.CN1C2=CC=CC=C2C=2C(C(CCC12)CN1C(=NC=C1)C)=O (1,2,3,9-Tetrahydro-9-methyl-3-[(2-methyl-1H-imidazol-1-yl)methyl]-4H-carbazol-4-one phosphate). Reaction SMILES: [CH3:1][N:2]1[C:14]2[CH2:13][CH2:12][CH:11]([CH2:15][N:16]3[CH:20]=[CH:19][N:18]=[C:17]3[CH3:21])[C:10](=[O:22])[C:9]=2[C:8]2[C:3]1=[CH:4][CH:5]=[CH:6][CH:7]=2.[P:23](=[O:27])([OH:26])([OH:25])[OH:24]>O>[P:23]([OH:27])([OH:26])([OH:25])=[O:24].[CH3:1][N:2]1[C:14]2[CH2:13][CH2:12][CH:11]([CH2:15][N:16]3[CH:20]=[CH:19][N:18]=[C:17]3[CH3:21])[C:10](=[O:22])[C:9]=2[C:8]2[C:3]1=[CH:4][CH:5]=[CH:6][CH:7]=2 |f:3.4|. Procedure: 1,2,3,9-Tetrahydro-9-methyl-3-[(2-methyl-1H-imidazol-1-yl)methyl]-4H-carbazol-4-one (0.61 g) was dissolved in a hot mixture of phosphoric acid (90%, 0.13 ml) and water (10 ml), filtered through Hyflo and allowed to crystallize to give the title compound (0.5 g) m.p. 225° Starting materials: C(C1=CC=CC=C1)OC(=O)N[C@H]1[C@@H](CN(CC1)CCN1C(C=CC2=C(C=C(C=C12)F)F)=O)C(=O)OC (Methyl (3R,4R)-4-{[(benzyloxy)carbonyl]amino}-1-[2-(5,7-difluoro-2-oxoquinolin-1(2H)-yl)ethyl]piperidine-3-carboxylate), C(C1=CC=CC=C1)OC(=O)N[C@H]1[C@@H](CN(CC1)CCN1C(C=CC2=C(C=C(C=C12)F)F)=O)C(=O)OC (Methyl (3R,4R)-4-{[(benzyloxy)carbonyl]amino}-1-[2-(5,7-difluoro-2-oxoquinolin-1(2H)-yl)ethyl]piperidine-3-carboxylate), N[C@H]1[C@H](CN(CC1)CCN1C(C=CC2=C(C=C(C=C12)F)F)=O)C(=O)OC (Methyl (3S,4R)-4-amino-1-[2-(5,7-difluoro-2-oxoquinolin-1(2H)-yl)ethyl]piperidine-3-carboxylate). The product is N[C@H]1[C@@H](CN(CC1)CCN1C(C=CC2=C(C=C(C=C12)F)F)=O)C(=O)OC (Methyl (3R,4R)-4-amino-1-[2-(5,7-difluoro-2-oxoquinolin-1(2H)-yl)ethyl]piperidine-3-carboxylate). RXN SMILES: C(OC([NH:11][C@@H:12]1[CH2:17][CH2:16][N:15]([CH2:18][CH2:19][N:20]2[C:29]3[C:24](=[C:25]([F:31])[CH:26]=[C:27]([F:30])[CH:28]=3)[CH:23]=[CH:22][C:21]2=[O:32])[CH2:14][C@H:13]1[C:33]([O:35][CH3:36])=[O:34])=O)C1C=CC=CC=1.N[C@@H]1CCN(CCN2C3C(=C(F)C=C(F)C=3)C=CC2=O)C[C@@H]1C(OC)=O>>[NH2:11][C@@H:12]1[CH2:17][CH2:16][N:15]([CH2:18][CH2:19][N:20]2[C:29]3[C:24](=[C:25]([F:31])[CH:26]=[C:27]([F:30])[CH:28]=3)[CH:23]=[CH:22][C:21]2=[O:32])[CH2:14][C@H:13]1[C:33]([O:35][CH3:36])=[O:34]. Procedure: Methyl (3R,4R)-4-{[(benzyloxy)carbonyl]amino}-1-[2-(5,7-difluoro-2-oxoquinolin-1(2H)-yl)ethyl]piperidine-3-carboxylate (Intermediate 39) (535 mg, 1.07 mmol) was hydrogenated as described for Intermediate 34 to give 391 mg (quantitative) of the product as a colorless hard foam.